This data is from the Open Reaction Database (ORD), a public repository of structured organic reaction records. The task is: describe an organic reaction: reactants, conditions, products, and yield The reactants are ClP1OCC(CO1)(CC)COCC1(COP(OC1)Cl)CC (1,3-bis(2-chloro-5-ethyl-1,3,2-dioxaphosphorinan-5-yl)-2-oxapropane), C(CCC)NC1CC(NC(C1)(C)C)(C)C (4-butylamino-2,2,6,6-tetramethylpiperidine). Product: C(CCC)N(C1CC(NC(C1)(C)C)(C)C)P1OCC(CO1)(CC)COCC1(COP(OC1)N(CCCC)C1CC(NC(C1)(C)C)(C)C)CC (1,3-bis[2-(N-butyl-N-(2,2,6,6-tetramethyl-4-piperidyl)amino)-5-ethyl-1,3,2-dioxaphosphorinan-5-yl]-2-oxapropane). Reaction SMILES: Cl[P:2]1[O:7][CH2:6][C:5]([CH2:10][O:11][CH2:12][C:13]2([CH2:20][CH3:21])[CH2:18][O:17][P:16](Cl)[O:15][CH2:14]2)([CH2:8][CH3:9])[CH2:4][O:3]1.[CH2:22]([NH:26][CH:27]1[CH2:32][C:31]([CH3:34])([CH3:33])[NH:30][C:29]([CH3:36])([CH3:35])[CH2:28]1)[CH2:23][CH2:24][CH3:25]>>[CH2:22]([N:26]([P:2]1[O:7][CH2:6][C:5]([CH2:10][O:11][CH2:12][C:13]2([CH2:20][CH3:21])[CH2:18][O:17][P:16]([N:26]([CH:27]3[CH2:28][C:29]([CH3:36])([CH3:35])[NH:30][C:31]([CH3:33])([CH3:34])[CH2:32]3)[CH2:22][CH2:23][CH2:24][CH3:25])[O:15][CH2:14]2)([CH2:8][CH3:9])[CH2:4][O:3]1)[CH:27]1[CH2:28][C:29]([CH3:35])([CH3:36])[NH:30][C:31]([CH3:34])([CH3:33])[CH2:32]1)[CH2:23][CH2:24][CH3:25]. Reported procedure: If 1,3-bis(2-chloro-5-ethyl-1,3,2-dioxaphosphorinan-5-yl)-2-oxapropane is reacted with 4-butylamino-2,2,6,6-tetramethylpiperidine in a procedure analogous to Example 2, 1,3-bis[2-(N-butyl-N-(2,2,6,6-tetramethyl-4-piperidyl)amino)-5-ethyl-1,3,2-dioxaphosphorinan-5-yl]-2-oxapropane is obtained as a viscous resin (Compound No. 22, formula below, R3 =H); FD-MS: 730 (M+). Isolated yield 32.0%. Run in C(Cl)Cl.CCOC(=O)C (DCM EtOAc). Starting materials: C(#N)C=1SC2=C(N1)C=CC(=C2C#N)/N=C/N(C)C ((E)-N′-(2,7-dicyanobenzo[d]thiazol-6-yl)-N,N-dimethylformimidamide), ClC1=C(N)C=CC(=C1)Cl (2,4-dichloroaniline), [K+].[Br-] (KBr). Yields the product ClC1=C(C=CC(=C1)Cl)NC1=NC=NC2=CC=C3C(=C12)SC(=N3)C#N (9-(2,4-Dichlorophenylamino)thiazolo[5,4-f]quinazoline-2-carbonitrile). Procedure: Prepared from VII and 2,4-dichloroaniline. Flash chromatography eluent (DCM-EtOAc, 5:5). Yield: 32%; yellow solid; mp>260° C.; IR (KBr) νmax/cm−1 3063, 2231, 1736, 1644, 1611, 1577, 1459, 1380, 1355, 1310, 1242, 1173, 1098, 1051, 983, 830, 818; 1H NMR (300 MHz, DMSO-d6) δ 8.56 (d, 1H, J=9.0 Hz), 8.21 (s, 1H), 7.80 (d, 1H, J=9.0 Hz), 7.63 (s, 1H), 7.39 (d, 1H, J=8.1 Hz), 7.25 (d, 1H, J=8.1 Hz); HRMS calcd for C16H8N5SCl2 (M+H+): 371.9877, found 371.9877. Reaction SMILES: [C:1]([C:3]1[S:4][C:5]2[C:11]([C:12]#[N:13])=[C:10](/[N:14]=[CH:15]/[N:16](C)C)[CH:9]=[CH:8][C:6]=2[N:7]=1)#[N:2].[Cl:19][C:20]1[CH:26]=[C:25]([Cl:27])[CH:24]=[CH:23][C:21]=1N.[K+].[Br-]>C(Cl)Cl.CCOC(C)=O>[Cl:19][C:20]1[CH:26]=[C:25]([Cl:27])[CH:24]=[CH:23][C:21]=1[NH:13][C:12]1[C:11]2[C:10](=[CH:9][CH:8]=[C:6]3[N:7]=[C:3]([C:1]#[N:2])[S:4][C:5]3=2)[N:14]=[CH:15][N:16]=1 |f:2.3,4.5|. The reactants are CC(=O)O, CC(=O)Nc1cc(OCC2CC2)c(C(=O)NC2CN3CCC2CC3)cc1Cl, OO. The product is CC(=O)Nc1cc(OCC2CC2)c(C(=O)[NH+]([O-])C2CN3CCC2CC3)cc1Cl. Reaction SMILES: [CH3:28][C:29]([OH:30])=[O:31].[N:1]12[CH2:2][CH:3]([NH:9][C:10]([c:11]3[c:12]([O:22][CH2:23][CH:24]4[CH2:25][CH2:26]4)[cH:13][c:14]([NH:18][C:19]([CH3:20])=[O:21])[c:15]([Cl:17])[cH:16]3)=[O:27])[CH:4]([CH2:5][CH2:6]1)[CH2:7][CH2:8]2.[OH:32][OH:33]>>[N:1]12[CH2:2][CH:3]([NH+:9]([C:10]([c:11]3[c:12]([O:22][CH2:23][CH:24]4[CH2:25][CH2:26]4)[cH:13][c:14]([NH:18][C:19]([CH3:20])=[O:21])[c:15]([Cl:17])[cH:16]3)=[O:27])[O-:30])[CH:4]([CH2:5][CH2:6]1)[CH2:7][CH2:8]2. The reactants are C=O (formaldehyde), P(O)(O)O (phosphorous acid), C=O (formaldehyde), NCCNCCNCCN (Triethylenetetramine), Cl (HCl), amino methylene phosphonic acid. The solvent is 5. Yields the product P(O)(O)=O.NCCNCCNCCN (Triethylenetetramine Phosphonate). RXN SMILES: [P:1]([OH:4])([OH:3])[OH:2].[NH2:5][CH2:6][CH2:7][NH:8][CH2:9][CH2:10][NH:11][CH2:12][CH2:13][NH2:14].Cl.C=O>>[PH:1](=[O:2])([OH:4])[OH:3].[NH2:5][CH2:6][CH2:7][NH:8][CH2:9][CH2:10][NH:11][CH2:12][CH2:13][NH2:14] |f:4.5|. Procedure: To a 1 liter 5 neck flask fitted with a reflux condenser and dropping funnel is added 234.3 grams (2 mole) 70% phosphorous acid. Triethylenetetramine, 146 grams (1 mole) is then added dropwise while stirring, followed by 146 grams (4 moles) anhydrous HCl. The mixture is then heated to reflux and 162.2 grams (2 moles) 37% aqueous formaldehyde is added dropwise over 1 hour. Reflux is maintained for 2 hours after formaldehyde addition is complete, after which the reaction mixture containing the ami... Reactants: solid, BrC=1C=C(C=CC1)NC1=NC=NC2=CC=C(C=C12)N (N-(3-bromophenyl)-4,6-quinazolindiamine), COCCOCC#CC(=O)O (4-(2-Methoxy-ethoxy)-but-2-ynoic acid), ClC(=O)OCC(C)C (isobutyl chloroformate), CN1CCOCC1 (N-methylmorpholine), C([O-])(O)=O.[Na+] (sodium bicarbonate). Solvent: O1CCCC1 (tetrahydrofuran). Reaction conditions: time 30 minute. The product is BrC=1C=C(C=CC1)NC1=NC=NC2=CC=C(C=C12)NC(C#CCOCCOC)=O (4-(2-Methoxy-ethoxy)-but-2-ynoic acid [4-(3-bromo-phenylamino)-quinazolin-6-yl]-amide). RXN SMILES: [CH3:1][O:2][CH2:3][CH2:4][O:5][CH2:6][C:7]#[C:8][C:9]([OH:11])=O.ClC(OCC(C)C)=O.CN1CCOCC1.[Br:27][C:28]1[CH:29]=[C:30]([NH:34][C:35]2[C:44]3[C:39](=[CH:40][CH:41]=[C:42]([NH2:45])[CH:43]=3)[N:38]=[CH:37][N:36]=2)[CH:31]=[CH:32][CH:33]=1.C(=O)(O)[O-].[Na+]>O1CCCC1>[Br:27][C:28]1[CH:29]=[C:30]([NH:34][C:35]2[C:44]3[C:39](=[CH:40][CH:41]=[C:42]([NH:45][C:9](=[O:11])[C:8]#[C:7][CH2:6][O:5][CH2:4][CH2:3][O:2][CH3:1])[CH:43]=3)[N:38]=[CH:37][N:36]=2)[CH:31]=[CH:32][CH:33]=1 |f:4.5|. Procedure details: To a stirred solution of 0.72 g of 4-(2-Methoxy-ethoxy)-but-2-ynoic acid and 0.57 mL of isobutyl chloroformate in 15 mL of tetrahydrofuran at 0° C. was added 0.5 mL of N-methylmorpholine followed by 1.2 g of solid N-(3-bromophenyl)-4,6-quinazolindiamine. Stirring was continued for 1 hr at 0° C. and 30 min at room temperature. The mixture was stored over night at −10° C. The mixture was poured into saturated sodium bicarbonate and extracted with ethyl acetate. The organic solution was dried over ...